Dataset: the Open Reaction Database (ORD), a public repository of structured organic reaction records. Task: describe an organic reaction: reactants, conditions, products, and yield Starting materials: C1CCOC1, [N-]=[N+]=Nc1cc(Oc2ccc3c(c2)CCCCN3C(=O)Nc2cccc(C(F)(F)F)c2)ncn1. Yields the product Nc1cc(Oc2ccc3c(c2)CCCCN3C(=O)Nc2cccc(C(F)(F)F)c2)ncn1. RXN SMILES: [CH2:35]1[O:36][CH2:37][CH2:38][CH2:39]1.[F:1][C:2]([c:3]1[cH:4][c:5]([NH:9][C:10](=[O:11])[N:12]2[c:13]3[c:14]([cH:19][c:20]([O:23][c:24]4[n:25][cH:26][n:27][c:28]([N:30]=[N+:31]=[N-:32])[cH:29]4)[cH:21][cH:22]3)[CH2:15][CH2:16][CH2:17][CH2:18]2)[cH:6][cH:7][cH:8]1)([F:33])[F:34]>>[F:1][C:2]([c:3]1[cH:4][c:5]([NH:9][C:10](=[O:11])[N:12]2[c:13]3[c:14]([cH:19][c:20]([O:23][c:24]4[n:25][cH:26][n:27][c:28]([NH2:30])[cH:29]4)[cH:21][cH:22]3)[CH2:15][CH2:16][CH2:17][CH2:18]2)[cH:6][cH:7][cH:8]1)([F:33])[F:34]. Reactants: OC(C#CC(=O)OCC=C(C)C)C1=CC(=C(C(=C1)OC)OC)OC (3-methyl-2-butenyl 4-hydroxy-4-(3,4,5-trimethoxyphenyl)-2-butynoate). Reagents/catalysts: [O-2].[O-2].[Mn+4] (manganese dioxide). Run in C(Cl)Cl (methylene chloride), C(Cl)Cl (methylene chloride). Reaction conditions: time 2 hour. Yields the product COC=1C=C(C(=O)C#CC(=O)OCC=C(C)C)C=C(C1OC)OC (3-methyl-2-butenyl 3-(3,4,5-trimethoxybenzoyl)propiolate). As a reaction SMILES: [OH:1][CH:2]([C:13]1[CH:18]=[C:17]([O:19][CH3:20])[C:16]([O:21][CH3:22])=[C:15]([O:23][CH3:24])[CH:14]=1)[C:3]#[C:4][C:5]([O:7][CH2:8][CH:9]=[C:10]([CH3:12])[CH3:11])=[O:6]>C(Cl)Cl.[O-2].[O-2].[Mn+4]>[CH3:24][O:23][C:15]1[CH:14]=[C:13]([CH:18]=[C:17]([O:19][CH3:20])[C:16]=1[O:21][CH3:22])[C:2]([C:3]#[C:4][C:5]([O:7][CH2:8][CH:9]=[C:10]([CH3:11])[CH3:12])=[O:6])=[O:1] |f:2.3.4|. Procedure details: A solution of 10.7 g (32 mmol) of 3-methyl-2-butenyl 4-hydroxy-4-(3,4,5-trimethoxyphenyl)-2-butynoate in 200 ml of methylene chloride was added dropwise at 0° to a suspension of 84 g (0.97 mol) of manganese dioxide in 200 ml of methylene chloride. The reaction mixture was stirred at 0° for 2 hours, filtered over magnesium sulphate and concentrated. The residue was purified by flash chromatography on 500 g of silica gel (elution agent methylene chloride/ethyl acetate 9:1) and crystallized from et... Reaction SMILES: [CH2:32]([OH:33])[CH2:34][CH2:35][CH3:36].[CH:1]12[CH2:2][CH2:3][C:4]3([CH3:5])[C:6](=[O:7])[CH2:8][CH2:9][CH:10]3[CH:11]1[CH2:12][CH2:13][c:14]1[cH:15][c:16]([OH:17])[cH:18][cH:19][c:20]12.[K+:24].[NH2:21][NH2:22].[OH-:23].[OH:25][CH2:26][CH2:27][O:28][CH2:29][CH2:30][OH:31]>>[CH:1]12[CH2:2][CH2:3][C:4]3([CH3:5])[CH2:6][CH2:8][CH2:9][CH:10]3[CH:11]1[CH2:12][CH2:13][c:14]1[cH:15][c:16]([OH:17])[cH:18][cH:19][c:20]12. The product is CC12CCCC1C1CCc3cc(O)ccc3C1CC2. Starting materials: CCCCO, CC12CCC3c4ccc(O)cc4CCC3C1CCC2=O, [K+], NN, [OH-], OCCOCCO. Reactants: BrCc1ccccc1, O=C([O-])[O-], Oc1ccc(Cl)nc1, [K+], [K+], CN(C)C=O, O. Product: Clc1ccc(OCc2ccccc2)cn1. As a reaction SMILES: [Br:9][CH2:10][c:11]1[cH:12][cH:13][cH:14][cH:15][cH:16]1.[C:17](=[O:18])([O-:19])[O-:20].[Cl:1][c:2]1[cH:3][cH:4][c:5]([OH:8])[cH:6][n:7]1.[K+:21].[K+:22].[O:23]=[CH:24][N:25]([CH3:26])[CH3:27].[OH2:28]>>[Cl:1][c:2]1[cH:3][cH:4][c:5]([O:8][CH2:10][c:11]2[cH:12][cH:13][cH:14][cH:15][cH:16]2)[cH:6][n:7]1. Starting materials: C(=O)(O)C1=CC=C(C=C1)B(O)O (4-carboxyphenylboronic acid), FC(S(=O)(=O)OC1=CCC2(OCCO2)CC1)(F)F (1,4-dioxaspiro[4.5]dec-7-en-8-yl trifluoromethanesulfonate), aqueous solution, C(=O)([O-])[O-].[Na+].[Na+] (Na2CO3), C1(=CC=CC=C1)P(C1=CC=CC=C1)C1=CC=CC=C1 (triphenylphosphine). The reagents and catalysts are C=1C=CC(=CC1)/C=C/C(=O)/C=C/C2=CC=CC=C2.C=1C=CC(=CC1)/C=C/C(=O)/C=C/C2=CC=CC=C2.C=1C=CC(=CC1)/C=C/C(=O)/C=C/C2=CC=CC=C2.[Pd].[Pd] (tris(dibenzylideneacetone)dipalladium(0)). The solvent is CN(C)C=O (DMF). Run at temperature 80 celsius, time 3 hour. The product is O1CCOC12CC=C(CC2)C2=CC=C(C(=O)O)C=C2 (4-(1,4-Dioxaspiro[4.5]dec-7-en-8-yl)benzoic acid). Isolated yield 38.4%. Reaction SMILES: [C:1]([C:4]1[CH:9]=[CH:8][C:7](B(O)O)=[CH:6][CH:5]=1)([OH:3])=[O:2].FC(F)(F)S(O[C:19]1[CH2:28][CH2:27][C:22]2([O:26][CH2:25][CH2:24][O:23]2)[CH2:21][CH:20]=1)(=O)=O.C([O-])([O-])=O.[Na+].[Na+].C1(P(C2C=CC=CC=2)C2C=CC=CC=2)C=CC=CC=1>CN(C=O)C.C1C=CC(/C=C/C(/C=C/C2C=CC=CC=2)=O)=CC=1.C1C=CC(/C=C/C(/C=C/C2C=CC=CC=2)=O)=CC=1.C1C=CC(/C=C/C(/C=C/C2C=CC=CC=2)=O)=CC=1.[Pd].[Pd]>[O:23]1[C:22]2([CH2:27][CH2:28][C:19]([C:7]3[CH:8]=[CH:9][C:4]([C:1]([OH:3])=[O:2])=[CH:5][CH:6]=3)=[CH:20][CH2:21]2)[O:26][CH2:25][CH2:24]1 |f:2.3.4,7.8.9.10.11|. Procedure details: To a solution of 4-carboxyphenylboronic acid (0.69 g, 3.53 mmol) and 1,4-dioxaspiro[4.5]dec-7-en-8-yl trifluoromethanesulfonate (1.02 g, 3.53 mmol) in 14 mL of DMF were added 7 mL of 2 N aqueous solution of Na2CO3, triphenylphosphine (159 mg, 0.61 mmol), and tris(dibenzylideneacetone)dipalladium(0) (68 mg, 74.2 μmol). After stirring at 80° C. for 3 h and then at rt for 16 h, the mixture was concentrated and partitioned between 100 mL of Et2O and 150 mL of H2O. The aqueous layer was separated and... Starting materials: CC(C)(C)O, CC=C(C)C, CCOC(=O)c1cc2c(C=O)cccc2n1Cc1ccc(Cl)c(Cl)c1, [O-][Cl+][O-], [Na+], [Na+], O, O=P([O-])(O)O. The product is CCOC(=O)c1cc2c(C(=O)O)cccc2n1Cc1ccc(Cl)c(Cl)c1. RXN SMILES: [C:42]([OH:43])([CH3:44])([CH3:45])[CH3:46].[CH3:36][C:37](=[CH:38][CH3:39])[CH3:40].[CH:11](=[O:12])[c:13]1[c:14]2[cH:15][c:16]([C:31](=[O:32])[O:33][CH2:34][CH3:35])[n:17]([CH2:22][c:23]3[cH:24][c:25]([Cl:30])[c:26]([Cl:29])[cH:27][cH:28]3)[c:18]2[cH:19][cH:20][cH:21]1.[Cl+:1]([O-:2])[O-:3].[Na+:10].[Na+:4].[OH2:41].[P:5](=[O:6])([O-:7])([OH:8])[OH:9]>>[OH:6][C:11](=[O:12])[c:13]1[c:14]2[cH:15][c:16]([C:31](=[O:32])[O:33][CH2:34][CH3:35])[n:17]([CH2:22][c:23]3[cH:24][c:25]([Cl:30])[c:26]([Cl:29])[cH:27][cH:28]3)[c:18]2[cH:19][cH:20][cH:21]1.